This data is from the Open Reaction Database (ORD), a public repository of structured organic reaction records. The task is: describe an organic reaction: reactants, conditions, products, and yield The reactants are CCOCC, Cn1c(C(F)(F)F)cc(=O)n(-c2ccc3snc(C(=O)O)c3c2)c1=O, [Cl-], CC(C)C(N)CO, C1CCOC1. Product: CC(C)C(CO)NC(=O)c1nsc2ccc(-n3c(=O)cc(C(F)(F)F)n(C)c3=O)cc12. As a reaction SMILES: [CH3:39][CH2:40][O:41][CH2:42][CH3:43].[CH3:9][n:10]1[c:11](=[O:33])[n:12](-[c:21]2[cH:22][cH:23][c:24]3[c:25]([c:26]([C:29](=[O:30])[OH:31])[n:27][s:28]3)[cH:32]2)[c:13](=[O:20])[cH:14][c:15]1[C:16]([F:17])([F:18])[F:19].[Cl-:8].[NH2:1][CH:2]([CH2:3][OH:4])[CH:5]([CH3:6])[CH3:7].[O:34]1[CH2:35][CH2:36][CH2:37][CH2:38]1>>[NH:1]([CH:2]([CH2:3][OH:4])[CH:5]([CH3:6])[CH3:7])[C:29]([c:26]1[c:25]2[c:24]([cH:23][cH:22][c:21](-[n:12]3[c:11](=[O:33])[n:10]([CH3:9])[c:15]([C:16]([F:17])([F:18])[F:19])[cH:14][c:13]3=[O:20])[cH:32]2)[s:28][n:27]1)=[O:30]. Reactants: S1C(=NC2=C1C=CC=C2)C(=O)C2CCNCC2 ((2-benzothiazolyl)(4-piperidinyl)methanone), [I-].[Na+] (sodium iodide), C([O-])(O)=O.[Na+] (sodium bicarbonate), C(F)(F)(F)C(=O)O (CF3CO2H), ClCCCOC1=CC=C(C=C1)OC (1-(3-chloropropoxy)-4-methoxybenzene). The solvent is O1CCCC1 (tetrahydrofuran), O (water), C(C)(=O)OCC (ethyl acetate). Yields the product S1C(=NC2=C1C=CC=C2)C(=O)C2CCN(CC2)OCCCC2=CC=C(C=C2)OC ([2-Benzothiazolyl][1-[3-(4-methoxyphenyl)propoxy]-4-piperidinyl]methanone). Reaction SMILES: [S:1]1[C:5]2[CH:6]=[CH:7][CH:8]=[CH:9][C:4]=2[N:3]=[C:2]1[C:10]([CH:12]1[CH2:17][CH2:16][NH:15][CH2:14][CH2:13]1)=[O:11].[C:18]([C:22]([OH:24])=O)(F)(F)F.ClCCCO[C:30]1[CH:35]=[CH:34][C:33]([O:36][CH3:37])=[CH:32][CH:31]=1.[C:38](=O)(O)[O-].[Na+].[I-].[Na+]>C(OCC)(=O)C.O.O1CCCC1>[S:1]1[C:5]2[CH:6]=[CH:7][CH:8]=[CH:9][C:4]=2[N:3]=[C:2]1[C:10]([CH:12]1[CH2:17][CH2:16][N:15]([O:24][CH2:22][CH2:18][CH2:38][C:30]2[CH:31]=[CH:32][C:33]([O:36][CH3:37])=[CH:34][CH:35]=2)[CH2:14][CH2:13]1)=[O:11] |f:3.4,5.6|. Reported procedure: Mix (2-benzothiazolyl)(4-piperidinyl)methanone.CF3CO2H (7.0 g, 19.5 mmol), 1-(3-chloropropoxy)-4-methoxybenzene (4.01 g, 20.0 mmol), sodium bicarbonate (3.36 g, 40.0 mmol), sodium iodide (3.04 g, 20.3 mmol), tetrahydrofuran (100 mL) and water (20 mL). Place under an argon atomsphere and heat at reflux for 24 hours. Dilute with ethyl acetate (100 mL) and wash with water (50 mL) and brine (50 mL). Dry (MgSO4), evaporate the solvent in vacuo to give an yellow solid Purify by chromatography (ethyl a... Reactants: CC(C)Cn1ncc2cc(Oc3ccc(F)cc3F)c(Br)cc21, CN(C)CCCN, CC(C)(C)[O-], [Na+], C1COCCO1, c1ccc(P(c2ccccc2)c2ccc3ccccc3c2-c2c(P(c3ccccc3)c3ccccc3)ccc3ccccc23)cc1. Yields the product CC(C)Cn1ncc2cc(Oc3ccc(F)cc3F)c(NCCCN(C)C)cc21. Reaction SMILES: [Br:1][c:2]1[c:3]([O:15][c:16]2[c:17]([F:23])[cH:18][c:19]([F:22])[cH:20][cH:21]2)[cH:4][c:5]2[cH:6][n:7][n:8]([CH2:11][CH:12]([CH3:13])[CH3:14])[c:9]2[cH:10]1.[CH3:24][N:25]([CH2:26][CH2:27][CH2:28][NH2:29])[CH3:30].[CH3:77][C:78]([CH3:79])([O-:80])[CH3:81].[Na+:82].[O:83]1[CH2:84][CH2:85][O:86][CH2:87][CH2:88]1.[cH:31]1[cH:32][cH:33][c:34]([P:35]([c:36]2[cH:37][cH:38][c:39]3[c:40]([cH:41][cH:42][cH:43][cH:44]3)[c:45]2-[c:46]2[c:47]3[c:48]([cH:49][cH:50][cH:51][cH:52]3)[cH:53][cH:54][c:55]2[P:56]([c:57]2[cH:58][cH:59][cH:60][cH:61][cH:62]2)[c:63]2[cH:64][cH:65][cH:66][cH:67][cH:68]2)[c:69]2[cH:70][cH:71][cH:72][cH:73][cH:74]2)[cH:75][cH:76]1>>[c:2]1([NH:29][CH2:28][CH2:27][CH2:26][N:25]([CH3:24])[CH3:30])[c:3]([O:15][c:16]2[c:17]([F:23])[cH:18][c:19]([F:22])[cH:20][cH:21]2)[cH:4][c:5]2[cH:6][n:7][n:8]([CH2:11][CH:12]([CH3:13])[CH3:14])[c:9]2[cH:10]1. The reactants are C1(CCCC1)CN(C=1C(=NC(=CC1)OC)COCOC)CC (N-(cyclopentylmethyl)-N-ethyl-6-methoxy-2-[(methoxymethoxy)methyl]pyridin-3-amine), [OH-].[Na+] (sodium hydroxide), Cl (hydrochloric acid). The solvent is O1CCOCC1 (dioxane), O (water). Conditions: temperature 50 celsius, time 19 hour. Yields the product C1(CCCC1)CN(C=1C(=NC(=CC1)OC)CO)CC ({3-[(cyclopentylmethyl)(ethyl)amino]-6-methoxypyridin-2-yl}methanol). The yield is 93.5%. RXN SMILES: [CH:1]1([CH2:6][N:7]([CH2:21][CH3:22])[C:8]2[C:9]([CH2:16][O:17]COC)=[N:10][C:11]([O:14][CH3:15])=[CH:12][CH:13]=2)[CH2:5][CH2:4][CH2:3][CH2:2]1.Cl.[OH-].[Na+]>O1CCOCC1.O>[CH:1]1([CH2:6][N:7]([CH2:21][CH3:22])[C:8]2[C:9]([CH2:16][OH:17])=[N:10][C:11]([O:14][CH3:15])=[CH:12][CH:13]=2)[CH2:2][CH2:3][CH2:4][CH2:5]1 |f:2.3|. Procedure: A solution of N-(cyclopentylmethyl)-N-ethyl-6-methoxy-2-[(methoxymethoxy)methyl]pyridin-3-amine (8.39 g, 27.2 mmol) in a mixture of dioxane (400 mL) and water (100 mL) was added dropwise with concentrated hydrochloric acid (20 mL), and the mixture was stirred at 50° C. for 19 hours. The reaction mixture was made basic by adding aqueous sodium hydroxide, and extracted with ethyl acetate. The organic layers were combined, washed with water and saturated brine, dried over anhydrous sodium sulfate, ... The reactants are CO, COC(=O)c1ccccc1C(=O)Nc1ccc(C(=O)N2CCCC(O)c3cc(Cl)ccc32)cn1, Cl, [Na+], [OH-], O. Yields the product O=C(O)c1ccccc1C(=O)Nc1ccc(C(=O)N2CCCC(O)c3cc(Cl)ccc32)cn1. Reaction SMILES: [CH3:39][OH:40].[Cl:1][c:2]1[cH:3][cH:4][c:5]2[c:6]([cH:34]1)[CH:7]([OH:33])[CH2:8][CH2:9][CH2:10][N:11]2[C:12]([c:13]1[cH:14][n:15][c:16]([NH:19][C:20]([c:21]2[c:22]([C:27](=[O:28])[O:29][CH3:30])[cH:23][cH:24][cH:25][cH:26]2)=[O:31])[cH:17][cH:18]1)=[O:32].[ClH:38].[Na+:36].[OH-:35].[OH2:37]>>[Cl:1][c:2]1[cH:3][cH:4][c:5]2[c:6]([cH:34]1)[CH:7]([OH:33])[CH2:8][CH2:9][CH2:10][N:11]2[C:12]([c:13]1[cH:14][n:15][c:16]([NH:19][C:20]([c:21]2[c:22]([C:27](=[O:28])[OH:29])[cH:23][cH:24][cH:25][cH:26]2)=[O:31])[cH:17][cH:18]1)=[O:32]. The reactants are C(C)(C)(C)OC(=O)N1[C@@H](CC(C1)=NOC)C(=O)O ((2S,4EZ)-1-(tert-butoxycarbonyl)-4-(methoxyimino)-2-pyrrolidinecarboxylic acid), N1=C(C=CC=C1)C1=CC=C(C(=O)O)C=C1 (4-(2-pyridinyl)benzoic acid), NC[C@@H](O)C1=CC=CC=C1 ((1S)-2-amino-1-phenylethanol). The product is O[C@H](CNC(=O)[C@H]1N(CC(C1)=NOC)C(C1=CC=C(C=C1)C1=NC=CC=C1)=O)C1=CC=CC=C1 ((2S,4EZ)-N-[(2S)-2-hydroxy-2-phenylethyl]-4-(methoxyimino)-1-[4-(2-pyridinyl)benzoyl]-2-pyrrolidinecarboxamide). As a reaction SMILES: C(O[C:6]([N:8]1[CH2:12][C:11](=[N:13][O:14][CH3:15])[CH2:10][C@H:9]1[C:16]([OH:18])=O)=[O:7])(C)(C)C.[N:19]1[CH:24]=[CH:23][CH:22]=[CH:21][C:20]=1[C:25]1[CH:33]=[CH:32][C:28](C(O)=O)=[CH:27][CH:26]=1.[NH2:34][CH2:35][C@H:36]([C:38]1[CH:43]=[CH:42][CH:41]=[CH:40][CH:39]=1)[OH:37]>>[OH:37][C@@H:36]([C:38]1[CH:43]=[CH:42][CH:41]=[CH:40][CH:39]=1)[CH2:35][NH:34][C:16]([C@@H:9]1[CH2:10][C:11](=[N:13][O:14][CH3:15])[CH2:12][N:8]1[C:6](=[O:7])[C:28]1[CH:27]=[CH:26][C:25]([C:20]2[CH:21]=[CH:22][CH:23]=[CH:24][N:19]=2)=[CH:33][CH:32]=1)=[O:18]. Procedure details: Following the general method as outlined in Example 22, starting from (2S,4EZ)-1-(tert-butoxycarbonyl)-4-(methoxyimino)-2-pyrrolidinecarboxylic acid, 4-(2-pyridinyl)benzoic acid, and (1S)-2-amino-1-phenylethanol, the title compound was obtained in 69% purity by HPLC. MS(ESI+): m/z=459. Starting materials: NC=1C(=CC(=NC1)Cl)C(=O)O (5-amino-2-chloropyridine-4-carboxylic acid), C(=O)N (formamide), O (water). The product is ClC1=CC2=C(N=CNC2=O)C=N1 (6-chloro-3H-pyrido[3,4-d]pyrimidin-4-one). Yield: 86.0%. Reaction SMILES: [NH2:1][C:2]1[C:3]([C:9]([OH:11])=O)=[CH:4][C:5]([Cl:8])=[N:6][CH:7]=1.O.[CH:13]([NH2:15])=O>>[Cl:8][C:5]1[N:6]=[CH:7][C:2]2[N:1]=[CH:13][NH:15][C:9](=[O:11])[C:3]=2[CH:4]=1. Procedure details: A solution of 5-amino-2-chloropyridine-4-carboxylic acid (8.1 g, 4.7 mmol) in formamide (100 mL) is stirred at 140° C. for 12 h. Dilution of the cooled mixture with water gives a precipitate of 6-chloro-3H-pyrido[3,4-d]pyrimidin-4-one (7.3 g, 86% yield). 1H NMR (DMSO) δ 12.73 (1H, m), 8.90 (1H, d, J=0.7 Hz), 8.23 (1H, s), 7.97 (1H, d, J=0.7 Hz).